From a dataset of the Open Reaction Database (ORD), a public repository of structured organic reaction records. describe an organic reaction: reactants, conditions, products, and yield Starting materials: N1=CC=CC=C1 (pyridine), ClC(=O)OC1=CC=CC=C1 (phenyl chloroformate), NC1=CC=C(CNS(=O)(=O)CC)C=C1 (N-(4-Aminobenzyl)ethanesulfonamide). Run in O1CCCC1 (tetrahydrofuran), C(C)#N (acetonitrile). Reaction conditions: time 3 hour. The product is C(C)S(=O)(=O)NCC1=CC=C(C=C1)NC(OC1=CC=CC=C1)=O (phenyl 4-(ethylsulfonamidomethyl)phenylcarbamate). Yield: 88.7%. RXN SMILES: [NH2:1][C:2]1[CH:14]=[CH:13][C:5]([CH2:6][NH:7][S:8]([CH2:11][CH3:12])(=[O:10])=[O:9])=[CH:4][CH:3]=1.N1C=CC=CC=1.Cl[C:22]([O:24][C:25]1[CH:30]=[CH:29][CH:28]=[CH:27][CH:26]=1)=[O:23]>C(#N)C.O1CCCC1>[CH2:11]([S:8]([NH:7][CH2:6][C:5]1[CH:13]=[CH:14][C:2]([NH:1][C:22](=[O:23])[O:24][C:25]2[CH:30]=[CH:29][CH:28]=[CH:27][CH:26]=2)=[CH:3][CH:4]=1)(=[O:10])=[O:9])[CH3:12]. Procedure: N-(4-Aminobenzyl)ethanesulfonamide (504 mg, 2.35 mmol) was dissolved in acetonitrile (3 mL) and tetrahydrofuran (4 mL). The reaction mixture was added pyridine (0.23 mL, 2.78 mmol) and phenyl chloroformate (0.31 mL, 2.43 mmol) and stirred at room temperature for 3 h under nitrogen atmosphere. TLC showed complete consumption of starting material. The reaction mixture was diluted with water and extracted with ethyl acetate. The organic part was washed with water and brine. The organic layer was dr... The reactants are C(CCC)OCN(C[Si](C)(C)C)CC1=CC=CC=C1 (N-butoxymethyl-N-trimethylsilylmethylbenzylamine), C([O-])([O-])=O.[K+].[K+] (potassium carbonate), C1(=CC=CC=C1)C1(C=CC(C=C1)=O)C1=CC=CC=C1 (4,4-diphenyl-cyclohexa-2,5-dien-1-one), C(CCC)OCN(C[Si](C)(C)C)CC1=CC=CC=C1 (N-butoxymethyl-N-trimethylsilylmethylbenzylamine). The reagents and catalysts are FC(C(=O)O)(F)F (trifluoroacetic acid), FC(C(=O)O)(F)F (Trifluoroacetic acid). Run in ClCCl (dichloromethane). The product is C(C1=CC=CC=C1)N1CC2C(C=CC(C2C1)=O)(C1=CC=CC=C1)C1=CC=CC=C1 ((3aRS,7aRS)-2-benzyl-7,7-diphenyl-2,3,3a,4,7,7a-hexahydro-4-1H-isoindolone). As a reaction SMILES: [C:1]1([C:7]2([C:14]3[CH:19]=[CH:18][CH:17]=[CH:16][CH:15]=3)[CH:12]=[CH:11][C:10](=[O:13])[CH:9]=[CH:8]2)[CH:6]=[CH:5][CH:4]=[CH:3][CH:2]=1.C(O[CH2:25][N:26]([CH2:32][C:33]1[CH:38]=[CH:37][CH:36]=[CH:35][CH:34]=1)[CH2:27][Si](C)(C)C)CCC.C(=O)([O-])[O-].[K+].[K+]>FC(F)(F)C(O)=O.ClCCl>[CH2:32]([N:26]1[CH2:27][CH:9]2[CH:8]([C:7]([C:14]3[CH:19]=[CH:18][CH:17]=[CH:16][CH:15]=3)([C:1]3[CH:2]=[CH:3][CH:4]=[CH:5][CH:6]=3)[CH:12]=[CH:11][C:10]2=[O:13])[CH2:25]1)[C:33]1[CH:38]=[CH:37][CH:36]=[CH:35][CH:34]=1 |f:2.3.4|. Procedure details: Trifluoroacetic acid (2 drops) is added to a solution of 4,4-diphenyl-cyclohexa-2,5-dien-1-one (7.7 g) and N-butoxymethyl-N-trimethylsilylmethylbenzylamine (11 cc) in dry dichloromethane (80 cc) and the reaction mixture is refluxed for 1 hour and a half. Additional N-butoxymethyl-N-trimethylsilylmethylbenzylamine (5 cc) and trifluoroacetic acid (2 drops) are added and the reaction mixture is heated for 1 hour and a half. The reaction mixture is treated with potassium carbonate (3 g) and filtered... The reactants are FC1=CC=C(C=C1)C1CC2=C(C(=CO2)C(F)(F)F)C(C1)=O (6-(4-fluorophenyl)-3-trifluoromethyl-4,5,6,7-tetrahydrobenzofuran-4-one), C(=N)(N)NN.Cl (aminoguanidine hydrochloride), Cl (hydrochloric acid). Run in C(C)O (ethanol). Conditions: temperature 90 celsius, time 4 hour. Product: Cl.FC1=CC=C(C=C1)C1CC2=C(C(=CO2)C(F)(F)F)/C(/C1)=N/NC(=N)N ((E)-6-(4-fluorophenyl)-4-guanidinoimino-3-trifluoromethyl-4,5,6,7-tetrahydrobenzofuran hydrochloride). Yield: 61.1%. As a reaction SMILES: [F:1][C:2]1[CH:7]=[CH:6][C:5]([CH:8]2[CH2:20][C:19](=O)[C:11]3[C:12]([C:15]([F:18])([F:17])[F:16])=[CH:13][O:14][C:10]=3[CH2:9]2)=[CH:4][CH:3]=1.[C:22]([NH:25][NH2:26])([NH2:24])=[NH:23].[ClH:27].Cl>C(O)C>[ClH:27].[F:1][C:2]1[CH:7]=[CH:6][C:5]([CH:8]2[CH2:20]/[C:19](=[N:26]\[NH:25][C:22]([NH2:24])=[NH:23])/[C:11]3[C:12]([C:15]([F:18])([F:17])[F:16])=[CH:13][O:14][C:10]=3[CH2:9]2)=[CH:4][CH:3]=1 |f:1.2,5.6|. Reported procedure: To a mixture of 6-(4-fluorophenyl)-3-trifluoromethyl-4,5,6,7-tetrahydrobenzofuran-4-one (0.25 g) and aminoguanidine hydrochloride (93 mg) were ethanol (20 ml) and 6N hydrochloric acid (0.072 ml), and the mixture was stirred at 90° C. for 4 hours and cooled. The reaction solution was concentrated under reduced pressure, and the residue was washed with ethanol, ethyl acetate and isopropylether, and dried to give (E)-6-(4-fluorophenyl)-4-guanidinoimino-3-trifluoromethyl-4,5,6,7-tetrahydrobenzofuran... The reactants are C(=O)(OCC)CCCCN1C(=NC2=C1C=CC=C2)C(C)C (1-(4-carboethoxybutyl)-2-(1-methylethyl)-1H-benzimidazole), [H-].[Al+3].[Li+].[H-].[H-].[H-] (lithium aluminum hydride). The solvent is O1CCCC1 (tetrahydrofuran), O1CCCC1 (tetrahydrofuran). Conditions: temperature 0 celsius. Yields the product OCCCCCN1C(=NC2=C1C=CC=C2)C(C)C (1-(5-hydroxypentyl)-2-(1-methylethyl)-1H-benzimidazole). The yield is 84.0%. Reaction SMILES: [C:1]([CH2:6][CH2:7][CH2:8][CH2:9][N:10]1[C:14]2[CH:15]=[CH:16][CH:17]=[CH:18][C:13]=2[N:12]=[C:11]1[CH:19]([CH3:21])[CH3:20])(OCC)=[O:2].[H-].[Al+3].[Li+].[H-].[H-].[H-]>O1CCCC1>[OH:2][CH2:1][CH2:6][CH2:7][CH2:8][CH2:9][N:10]1[C:14]2[CH:15]=[CH:16][CH:17]=[CH:18][C:13]=2[N:12]=[C:11]1[CH:19]([CH3:21])[CH3:20] |f:1.2.3.4.5.6|. Reported procedure: Part B. A solution of the ester obtained in Part A above (9.54 g, 33.1 mmol) in tetrahydrofuran (30 mL) was added to a solution of lithium aluminum hydride (80 mmol) in tetrahydrofuran (80 mL) at 0° C. The mixture was heated to reflux overnight, then cooled back to 0° C. and quenched by the careful sequential addition of water (3 mL), then aqueous sodium hydroxide solution (10 mL of 15%), then water (10 mL). The mixture was filtered through celite with copius tetrahydrofuran washing, and the liq... Reaction SMILES: [N:1]1[C:10]2[CH:9]=[CH:8][CH:7]=[C:6]([C:11]([OH:13])=[O:12])[C:5]=2[CH:4]=[CH:3][CH:2]=1.Cl.C(=O)(O)[O-].[Na+].C(OCC)(=O)C>C(O)(=O)C>[NH:1]1[C:10]2[CH:9]=[CH:8][CH:7]=[C:6]([C:11]([OH:13])=[O:12])[C:5]=2[CH2:4][CH2:3][CH2:2]1 |f:2.3|. The reactants are C(C)(=O)OCC (ethyl acetate), N1=CC=CC=2C(=CC=CC12)C(=O)O (quinoline-5-carboxylic acid), C([O-])(O)=O.[Na+] (sodium bicarbonate), Cl (hydrochloric acid). Procedure details: To a mixture of quinoline-5-carboxylic acid (4 g) in acetic acid (40 ml) was added borane-pyridine complex (8.59 g) at ambient temperature. After stirred for 18 hours, to the reaction mixture was added 1N hydrochloric acid and heated at 90° C. for 1 hour. The mixture was neutralized with aqueous sodium bicarbonate solution and ethyl acetate was added thereto. The precipitate was filtered off. The organic layer was separated, washed with water, dried over magnesium sulfate and evaporated in vacuo... Isolated yield 27.4%. The solvent is C(C)(=O)O (acetic acid). Reaction conditions: temperature 90 celsius, time 18 hour. Product: N1CCCC=2C(=CC=CC12)C(=O)O (1,2,3,4-tetrahydroquinoline-5-carboxylic acid). Reactants: CC1(C)CCNC1C(N)=O, CN1CCOCC1, CCN=C=NCCCN(C)C, O=CN(CC(CC1CCCC1)C(=O)O)OCc1ccccc1, Cl, CN(C)C=O, O, On1nnc2cccnc21. Product: CC1(C)CCN(C(=O)C(CC2CCCC2)CN(C=O)OCc2ccccc2)C1C(N)=O. Reaction SMILES: [CH3:1][C:2]1([CH3:10])[CH:3]([C:7](=[O:8])[NH2:9])[NH:4][CH2:5][CH2:6]1.[CH3:43][N:44]1[CH2:45][CH2:46][O:47][CH2:48][CH2:49]1.[CH3:51][N:52]([CH3:53])[CH2:54][CH2:55][CH2:56][N:57]=[C:58]=[N:59][CH2:60][CH3:61].[CH:11]1([CH2:16][CH:17]([C:18](=[O:19])[OH:20])[CH2:21][N:22]([O:23][CH2:24][c:25]2[cH:26][cH:27][cH:28][cH:29][cH:30]2)[CH:31]=[O:32])[CH2:12][CH2:13][CH2:14][CH2:15]1.[ClH:50].[O:62]=[CH:63][N:64]([CH3:65])[CH3:66].[OH2:67].[OH:33][n:34]1[c:35]2[n:36][cH:37][cH:38][cH:39][c:40]2[n:41][n:42]1>>[CH3:1][C:2]1([CH3:10])[CH:3]([C:7](=[O:8])[NH2:9])[N:4]([C:18]([CH:17]([CH2:16][CH:11]2[CH2:12][CH2:13][CH2:14][CH2:15]2)[CH2:21][N:22]([O:23][CH2:24][c:25]2[cH:26][cH:27][cH:28][cH:29][cH:30]2)[CH:31]=[O:32])=[O:19])[CH2:5][CH2:6]1. Starting materials: CS(C)=O, N#C[Na], O=C(c1cccs1)c1cccc(CBr)c1Cl. Product: N#CCc1cccc(C(=O)c2cccs2)c1Cl. Reaction SMILES: [CH3:20][S:21](=[O:22])[CH3:23].[Na:1][C:2]#[N:3].[s:4]1[c:5]([C:9](=[O:10])[c:11]2[c:12]([Cl:19])[c:13]([CH2:17][Br:18])[cH:14][cH:15][cH:16]2)[cH:6][cH:7][cH:8]1>>[C:2](#[N:3])[CH2:17][c:13]1[c:12]([Cl:19])[c:11]([C:9]([c:5]2[s:4][cH:8][cH:7][cH:6]2)=[O:10])[cH:16][cH:15][cH:14]1. The reactants are C1CCOC1, Cc1cccc(C)c1N, COc1ccc(-c2nc(C(=O)O)c[nH]2)cc1OC1CCCC1, Cl, [H-], Nc1ccccc1, [Na+], CN(C)C=O, O=S(Cl)Cl. Product: COc1ccc(-c2nc(C(=O)Nc3c(C)cccc3C)c[nH]2)cc1OC1CCCC1. As a reaction SMILES: [CH2:45]1[O:46][CH2:47][CH2:48][CH2:49]1.[CH3:27][c:28]1[cH:29][cH:30][cH:31][c:32]([CH3:33])[c:34]1[NH2:35].[CH:1]1([O:6][c:7]2[cH:8][c:9](-[c:15]3[nH:16][cH:17][c:18]([C:20](=[O:21])[OH:22])[n:19]3)[cH:10][cH:11][c:12]2[O:13][CH3:14])[CH2:2][CH2:3][CH2:4][CH2:5]1.[ClH:50].[H-:44].[NH2:36][c:37]1[cH:38][cH:39][cH:40][cH:41][cH:42]1.[Na+:43].[O:51]=[CH:52][N:53]([CH3:54])[CH3:55].[S:23]([Cl:24])([Cl:25])=[O:26]>>[CH:1]1([O:6][c:7]2[cH:8][c:9](-[c:15]3[nH:16][cH:17][c:18]([C:20](=[O:21])[NH:35][c:34]4[c:28]([CH3:27])[cH:29][cH:30][cH:31][c:32]4[CH3:33])[n:19]3)[cH:10][cH:11][c:12]2[O:13][CH3:14])[CH2:2][CH2:3][CH2:4][CH2:5]1.